This data is from the Open Reaction Database (ORD), a public repository of structured organic reaction records. The task is: describe an organic reaction: reactants, conditions, products, and yield Reactants: COC(C1=C(C=CC=C1)CSC=1C=CC=C2C=CC=NC12)=O (2-(Quinolin-8-ylsulfanylmethyl)benzoic acid methyl ester), [Li+].[OH-] (LiOH). Run in CO (methanol), O (water). Yields the product C(C1=CC=CC=C1)(=O)O (benzoic acid). Reaction SMILES: C[O:2][C:3](=[O:22])[C:4]1[CH:9]=[CH:8][CH:7]=[CH:6][C:5]=1CSC1C=CC=C2C=1N=CC=C2.[Li+].[OH-]>CO.O>[C:3]([OH:22])(=[O:2])[C:4]1[CH:9]=[CH:8][CH:7]=[CH:6][CH:5]=1 |f:1.2|. Procedure details: A solution of 1.0 eq of ester 41 and 3.0 eq. of LiOH in methanol and water was heated to 65° C. for a time sufficient for completion of the hydrolysis. The mixture was cooled to room temperature and concentrated, then diluted with H2O. The pH of the aqueous mixture was adjusted to 4.5 and extracted with EtOAc. The organic layer was washed with brine and dried over Na2SO4, filtered, and concentrated to give the intermediate benzoic acid. The reactants are ClCCCN1C(OC2=C1C=CC=C2)=O (3-(3-chloropropyl)-2(3H)-benzoxazolone), ClC1=CC2=C(N(C(N2)=O)C2CCNCC2)C=C1 (5-chloro-1,3-dihydro-1-(4-piperidinyl)-2H-benzimidazol-2-one), C([O-])([O-])=O.[Na+].[Na+] (sodium carbonate), CC(CC(C)=O)C (4-methyl-2-pentanone). The solvent is O (water), O (water). Yields the product ClC1=CC2=C(N(C(N2)=O)C2CCN(CC2)CCCN2C(OC3=C2C=CC=C3)=O)C=C1 (5-chloro-1-{1-[3-(2-oxo-3(2H)-benzoxazolyl)propyl]-4-piperidinyl}-1,3-dihydro-2H-benzimidazol-2-one). Isolated yield 47.0%. As a reaction SMILES: Cl[CH2:2][CH2:3][CH2:4][N:5]1[C:9]2[CH:10]=[CH:11][CH:12]=[CH:13][C:8]=2[O:7][C:6]1=[O:14].[Cl:15][C:16]1[CH:31]=[CH:30][C:19]2[N:20]([CH:24]3[CH2:29][CH2:28][NH:27][CH2:26][CH2:25]3)[C:21](=[O:23])[NH:22][C:18]=2[CH:17]=1.C(=O)([O-])[O-].[Na+].[Na+].CC(C)CC(=O)C>O>[Cl:15][C:16]1[CH:31]=[CH:30][C:19]2[N:20]([CH:24]3[CH2:25][CH2:26][N:27]([CH2:2][CH2:3][CH2:4][N:5]4[C:9]5[CH:10]=[CH:11][CH:12]=[CH:13][C:8]=5[O:7][C:6]4=[O:14])[CH2:28][CH2:29]3)[C:21](=[O:23])[NH:22][C:18]=2[CH:17]=1 |f:2.3.4|. Procedure details: A mixture of 4.7 parts of 3-(3-chloropropyl)-2(3H)-benzoxazolone, 5 parts of 5-chloro-1,3-dihydro-1-(4-piperidinyl)-2H-benzimidazol-2-one, 6.4 parts of sodium carbonate and 200 parts of 4-methyl-2-pentanone is stirred and refluxed overnight with water-separator. After cooling, water is added and the layers are separated. The 4-methyl-2-pentanone phase is dried, filtered and evaporated. The residue is boiled in a mixture of 4-methyl-2-pentanone, 2-propanol and methanol. The whole is cooled and th...